Dataset: the Open Reaction Database (ORD), a public repository of structured organic reaction records. Task: describe an organic reaction: reactants, conditions, products, and yield Reactants: COC([C@@H](NC(=O)OC(C)(C)C)CC1=CC=C(C=C1)OS(=O)(=O)C(F)(F)F)=O (N-(tert-butoxycarbonyl)-O-(trifluoromethanesulfonyl)-L-tyrosine methyl ester), crude material, S1C(=CC=C1)B(O)O (2-thienylboronic acid), C(=O)([O-])[O-].[K+].[K+] (K2CO3). Reagents/catalysts: C=1C=CC(=CC1)[P](C=2C=CC=CC2)(C=3C=CC=CC3)[Pd]([P](C=4C=CC=CC4)(C=5C=CC=CC5)C=6C=CC=CC6)([P](C=7C=CC=CC7)(C=8C=CC=CC8)C=9C=CC=CC9)[P](C=1C=CC=CC1)(C=1C=CC=CC1)C=1C=CC=CC1 (Pd(PPh3)4). Solvent: C1(=CC=CC=C1)C (toluene), C1(=CC=CC=C1)C.CN(C)C=O (toluene DMF). Reaction conditions: temperature 80 celsius. The product is COC([C@@H](NC(=O)OC(C)(C)C)CC1=CC=C(C=C1)C=1SC=CC1)=O (N-(tert-butoxycarbonyl)-4-(2-thienyl)-L-phenylalanine methyl ester). Isolated yield 62.6%. Reaction SMILES: [S:1]1[CH:5]=[CH:4][CH:3]=[C:2]1B(O)O.C([O-])([O-])=O.[K+].[K+].[CH3:15][O:16][C:17](=[O:42])[C@H:18]([CH2:27][C:28]1[CH:33]=[CH:32][C:31](OS(C(F)(F)F)(=O)=O)=[CH:30][CH:29]=1)[NH:19][C:20]([O:22][C:23]([CH3:26])([CH3:25])[CH3:24])=[O:21]>C1(C)C=CC=CC=1.CN(C=O)C.C1(C)C=CC=CC=1.C1C=CC([P]([Pd]([P](C2C=CC=CC=2)(C2C=CC=CC=2)C2C=CC=CC=2)([P](C2C=CC=CC=2)(C2C=CC=CC=2)C2C=CC=CC=2)[P](C2C=CC=CC=2)(C2C=CC=CC=2)C2C=CC=CC=2)(C2C=CC=CC=2)C2C=CC=CC=2)=CC=1>[CH3:15][O:16][C:17](=[O:42])[C@H:18]([CH2:27][C:28]1[CH:29]=[CH:30][C:31]([C:2]2[S:1][CH:5]=[CH:4][CH:3]=2)=[CH:32][CH:33]=1)[NH:19][C:20]([O:22][C:23]([CH3:26])([CH3:24])[CH3:25])=[O:21] |f:1.2.3,5.6,^1:65,67,86,105|. Reported procedure: To a mixture of 2-thienylboronic acid (1.135 g) and anhydrous K2CO3 (2.23 g) in toluene/DMF (75 mL/7.5 mL) under N2 was added a solution of N-(tert-butoxycarbonyl)-O-(trifluoromethanesulfonyl)-L-tyrosine methyl ester (3.42 g) in 5 mL of toluene. Pd(PPh3)4 (1.4 g) was added and the mixture was heated at 80° C. for 24 h. After usual work-up as shown in Example 1 the crude material was purified by flash column chromatography (silica gel; eluent: EtOAc/hexane 1:3) to yield N-(tert-butoxycarbonyl)-4-... Reactants: C(C1=CC=CC=C1)OC(=O)N[C@H]1C(NCC2=C(C1)C=CC=C2)=O (4(R)-Benzyloxycarbonylamino-2,3,4,5-tetrahydro-1H-2-benzazepin-3-one), C(C)(C)(C)OC(=O)NCC1=C(C=CC=C1)C1=CC=C(C=C1)CO (2'-[(t-butoxycarbonylamino)methyl]-1,1'-biphenyl-4-methanol), methanesulfonate ester, C37H39N3O5. Yields the product C(C1=CC=CC=C1)OC(=O)N[C@H]1C(N(CC2=C(C1)C=CC=C2)CC2=CC=C(C=C2)C2=C(C=CC=C2)CNC(=O)OC(C)(C)C)=O (4(R)-Benzyloxycarbonylamino-2,3,4,5-tetrahydro-2-[[2'-[[(t-butoxycarbonyl)amino]methyl][1,1'-biphenyl]-4-yl]-methyl]-1H-2-benzazepin-3-one). RXN SMILES: [CH2:1]([O:8][C:9]([NH:11][C@@H:12]1[CH2:18][C:17]2[CH:19]=[CH:20][CH:21]=[CH:22][C:16]=2[CH2:15][NH:14][C:13]1=[O:23])=[O:10])[C:2]1[CH:7]=[CH:6][CH:5]=[CH:4][CH:3]=1.[C:24]([O:28][C:29]([NH:31][CH2:32][C:33]1[CH:38]=[CH:37][CH:36]=[CH:35][C:34]=1[C:39]1[CH:44]=[CH:43][C:42]([CH2:45]O)=[CH:41][CH:40]=1)=[O:30])([CH3:27])([CH3:26])[CH3:25]>>[CH2:1]([O:8][C:9]([NH:11][C@@H:12]1[CH2:18][C:17]2[CH:19]=[CH:20][CH:21]=[CH:22][C:16]=2[CH2:15][N:14]([CH2:45][C:42]2[CH:41]=[CH:40][C:39]([C:34]3[CH:35]=[CH:36][CH:37]=[CH:38][C:33]=3[CH2:32][NH:31][C:29]([O:28][C:24]([CH3:27])([CH3:26])[CH3:25])=[O:30])=[CH:44][CH:43]=2)[C:13]1=[O:23])=[O:10])[C:2]1[CH:7]=[CH:6][CH:5]=[CH:4][CH:3]=1. Procedure: Prepared from 4(R)-benzyloxycarbonylamino-2,3,4,5-tetrahydro-1H-2-benzazepin-3-one (Step H) and 2'-[(t-butoxycarbonylamino)methyl]-1,1'-biphenyl-4-methanol, methanesulfonate ester (Step F) by the procedure described in Example 1, Step E. 1H NMR (400 MHz, CDCl3): δ1.40 (s, 9H), 3.02 (dd; 12, 16 Hz; 1H), 3.55 (dd; 5, 16 Hz; 1H), 3.87 (d, 18 Hz, 1H), 4.18 (d, 6 Hz, 2H), 4.43 (d, 15 Hz, 1H), 4.60 (br t, 6 Hz, 1H), 4.95 (d, 15 Hz, 1H), 5.07 (d, 18 Hz, 1H), 5.13 (s, 2H), 5.29 (dd; 5, 12 Hz; 1H), 6.25 ... Starting materials: O([Si](C1=CC=CC=C1)(C1=CC=CC=C1)C(C)(C)C)NC(C[C@H](C(=O)N[C@@H](C(C)(C)C)CO)N1C=C(C=C1)C1=CC=C(C=C1)C1=CC=NC=C1)=O (N4-t-butyldiphenylsiloxy-N1-[2,2-Dimethyl-1(S)-(hydroxymethyl)propyl]-2(R)-[3-[4-(pyridin-4-yl)phenyl]-1H-pyrrol-1-yl]succinamide), [F-] (fluoride), P(=O)([O-])([O-])[O-] (phosphate). Run in C1CCOC1 (THF). Reaction conditions: time 1.25 hour. Product: CC([C@@H](CO)NC([C@@H](CC(=O)NO)N1C=C(C=C1)C1=CC=C(C=C1)C1=CC=NC=C1)=O)(C)C (N1-[2,2-Dimethyl-1(S)-(hydroxymethyl)propyl]-N4-hydroxy-2(R)-[3-[4-(pyridin-4-yl)phenyl]-1H-pyrrol-1-yl]succinamide). Isolated yield 41.6%. Reaction SMILES: [O:1]([NH:19][C:20](=[O:50])[CH2:21][C@@H:22]([N:33]1[CH:37]=[CH:36][C:35]([C:38]2[CH:43]=[CH:42][C:41]([C:44]3[CH:49]=[CH:48][N:47]=[CH:46][CH:45]=3)=[CH:40][CH:39]=2)=[CH:34]1)[C:23]([NH:25][C@H:26]([CH2:31][OH:32])[C:27]([CH3:30])([CH3:29])[CH3:28])=[O:24])[Si](C(C)(C)C)(C1C=CC=CC=1)C1C=CC=CC=1.[F-].P([O-])([O-])([O-])=O>C1COCC1>[CH3:28][C:27]([CH3:30])([CH3:29])[C@H:26]([NH:25][C:23](=[O:24])[C@H:22]([N:33]1[CH:37]=[CH:36][C:35]([C:38]2[CH:43]=[CH:42][C:41]([C:44]3[CH:49]=[CH:48][N:47]=[CH:46][CH:45]=3)=[CH:40][CH:39]=2)=[CH:34]1)[CH2:21][C:20]([NH:19][OH:1])=[O:50])[CH2:31][OH:32]. Procedure details: To a solution of N4-t-butyldiphenylsiloxy-N1-[2,2-Dimethyl-1(S)-(hydroxymethyl)propyl]-2(R)-[3-[4-(pyridin-4-yl)phenyl]-1H-pyrrol-1-yl]succinamide (112 mg, 0.160 mmol) in THF (5 mL) was added a solution of tetra-n-butylanimonium fluoride (0.20 mL of 1M in THF). After 1.25 hours at ambient temperature, the mixture was added dropwise to 1M pH7 phosphate buffer (40 mL). The resultant precipitate was collected by filtration and washed with H2O. A solution in CH2Cl2/MeOH was passed through a 0.45μ sy... Reactants: [Al+3], [H-], [H-], [H-], [H-], [Li+], C1CCOC1, COC(=O)Cn1ccc2ccccc21. The product is OCCn1ccc2ccccc21. RXN SMILES: [Al+3:16].[H-:15].[H-:18].[H-:19].[H-:20].[Li+:17].[O:21]1[CH2:22][CH2:23][CH2:24][CH2:25]1.[n:1]1([CH2:10][C:11](=[O:12])[O:13][CH3:14])[cH:2][cH:3][c:4]2[cH:5][cH:6][cH:7][cH:8][c:9]12>>[n:1]1([CH2:10][CH2:11][OH:12])[cH:2][cH:3][c:4]2[cH:5][cH:6][cH:7][cH:8][c:9]12. The reactants are ice water, COC(C1=C(C(=CC(=C1C)OC)OC)C=O)=O (2-formyl-3,5-dimethoxy-6-methylbenzoic acid methyl ester), solution, B(Cl)(Cl)Cl (boron trichloride). The solvent is ClCCl (dichloromethane), ClCCl (dichloromethane), ClCCl (dichloromethane). Conditions: temperature 20 celsius, time 4 hour. The product is COC(C1=C(C(=CC(=C1C)OC)O)C=O)=O (2-formyl-3-hydroxy-5-methoxy-6-methylbenzoic acid methyl ester). Yield: 86.2%. Reaction SMILES: [CH3:1][O:2][C:3](=[O:17])[C:4]1[C:9]([CH3:10])=[C:8]([O:11][CH3:12])[CH:7]=[C:6]([O:13]C)[C:5]=1[CH:15]=[O:16].B(Cl)(Cl)Cl>ClCCl>[CH3:1][O:2][C:3](=[O:17])[C:4]1[C:9]([CH3:10])=[C:8]([O:11][CH3:12])[CH:7]=[C:6]([OH:13])[C:5]=1[CH:15]=[O:16]. Procedure: To a suspension of 95.3 g of 2-formyl-3,5-dimethoxy-6-methylbenzoic acid methyl ester in 250 ml of dichloromethane were added 800 ml of a 1M solution of boron trichloride in dichloromethane over 40 min at a temperature of 5°-10° C. The mixture was allowed to warm to 20° C. within 30 min and stirring was continued at room temperature for 4 h. The clear solution was cooled to 5° C. and then poured into a mixture of 1.5 I of ice-water and 0.5 l of dichloromethane. The layers were separated and the ... Reactants: C(CCC)=C1C(N(C(O1)=O)CCCCCC1=CC=CC=2N1C=CN2)=O (5-butylidene-3-[5-(imidazo[1,2-a]pyridin-5-yl)pentyl]oxazolidine-2,4-dione), Cl (hydrochloric acid). Solvent: CO (methanol). Product: Cl.C(CCC)=C1C(N(C(O1)=O)CCCCCC1=CC=CC=2N1C=CN2)=O (5-butylidene-3-[5-(imidazo[1,2-a]pyridin-5-yl)pentyl]oxazolidine-2,4-dione hydrochloride). Reaction SMILES: [CH:1](=[C:5]1[O:9][C:8](=[O:10])[N:7]([CH2:11][CH2:12][CH2:13][CH2:14][CH2:15][C:16]2[N:21]3[CH:22]=[CH:23][N:24]=[C:20]3[CH:19]=[CH:18][CH:17]=2)[C:6]1=[O:25])[CH2:2][CH2:3][CH3:4].[ClH:26]>CO>[ClH:26].[CH:1](=[C:5]1[O:9][C:8](=[O:10])[N:7]([CH2:11][CH2:12][CH2:13][CH2:14][CH2:15][C:16]2[N:21]3[CH:22]=[CH:23][N:24]=[C:20]3[CH:19]=[CH:18][CH:17]=2)[C:6]1=[O:25])[CH2:2][CH2:3][CH3:4] |f:3.4|. Procedure: To a solution of 1.36 g (3.98 mmol) of 5-butylidene-3-[5-(imidazo[1,2-a]pyridin-5-yl)pentyl]oxazolidine-2,4-dione in 50 ml of methanol, 0.45 ml of concentrated hydrochloric acid was added. After the solvent was distilled off, the residue was washed with diethyl ether to yield 1.52 g (100%, yellow oily substance) of the desired product.